describe an organic reaction: reactants, conditions, products, and yield From a dataset of the Open Reaction Database (ORD), a public repository of structured organic reaction records. Isolated yield 88.0%. Procedure: 3-Nitrobenzyl alcohol (5 g, 32.6 mM) was dissolved in DMF (200 ml) and cooled to 5°. Sodium hydride (60% in oil, 1.57 g, 39.2 mM) was added to the stirred solution in portions over 30 minutes, and the mixture cooled to -20°. t-Butyl bromoacetate (5.27 ml, 32.6 mM) was run in dropwise, and the mixture allowed to warm to ambient temperature overnight. Solvent was evaporated, the residue treated with water, and organics extracted into ethyl acetate. The combined organic layers were washed with wate... The reactants are [H-].[Na+] (Sodium hydride), [N+](=O)([O-])C=1C=C(CO)C=CC1 (3-Nitrobenzyl alcohol), BrCC(=O)OC(C)(C)C (t-Butyl bromoacetate). Solvent: CN(C)C=O (DMF). RXN SMILES: [N+:1]([C:4]1[CH:5]=[C:6]([CH:9]=[CH:10][CH:11]=1)[CH2:7][OH:8])([O-:3])=[O:2].[H-].[Na+].Br[CH2:15][C:16]([O:18][C:19]([CH3:22])([CH3:21])[CH3:20])=[O:17]>CN(C=O)C>[N+:1]([C:4]1[CH:5]=[C:6]([CH:9]=[CH:10][CH:11]=1)[CH2:7][O:8][CH2:15][C:16]([O:18][C:19]([CH3:22])([CH3:21])[CH3:20])=[O:17])([O-:3])=[O:2] |f:1.2|. Product: [N+](=O)([O-])C=1C=C(COCC(=O)OC(C)(C)C)C=CC1 (t-butyl 3-nitrobenzyloxyacetate). The reactants are [BH4-], C1CCOC1, CCC(CC)(c1ccc(OCC(=O)C(C)(C)C)c(C)c1)c1cc(C)c2oc(C(=O)N(C)CC(=O)O)cc2c1, [Na+]. The product is CCC(CC)(c1ccc(OCC(O)C(C)(C)C)c(C)c1)c1cc(C)c2oc(C(=O)N(C)CC(=O)O)cc2c1. As a reaction SMILES: [BH4-:39].[CH2:41]1[O:42][CH2:43][CH2:44][CH2:45]1.[CH3:1][C:2]([C:3]([CH2:4][O:5][c:6]1[c:7]([CH3:35])[cH:8][c:9]([C:12]([CH2:13][CH3:14])([CH2:15][CH3:16])[c:17]2[cH:18][c:19]([CH3:34])[c:20]3[c:21]([cH:22][c:23]([C:25](=[O:26])[N:27]([CH3:28])[CH2:29][C:30](=[O:31])[OH:32])[o:24]3)[cH:33]2)[cH:10][cH:11]1)=[O:36])([CH3:37])[CH3:38].[Na+:40]>>[CH3:1][C:2]([CH:3]([CH2:4][O:5][c:6]1[c:7]([CH3:35])[cH:8][c:9]([C:12]([CH2:13][CH3:14])([CH2:15][CH3:16])[c:17]2[cH:18][c:19]([CH3:34])[c:20]3[c:21]([cH:22][c:23]([C:25](=[O:26])[N:27]([CH3:28])[CH2:29][C:30](=[O:31])[OH:32])[o:24]3)[cH:33]2)[cH:10][cH:11]1)[OH:36])([CH3:37])[CH3:38]. Starting materials: OC[C@H](C1=CC(=CC=C1)C#CC1=CC=CC=C1)NC(OC(C)(C)C)=O ((S)-tert-butyl 2-hydroxy-1-(3-(phenylethynyl)phenyl)ethylcarbamate), CC[C@@H]1CN2CC[C@@H]1C[C@@H]2[C@@H](C3=C4C=C(C=CC4=NC=C3)OC)OC5=NN=C(C6=CC=CC=C65)O[C@@H]([C@H]7C[C@@H]8CCN7C[C@@H]8CC)C9=C1C=C(C=CC1=NC=C9)OC ((DHQ)2PHAL), CC[C@H]1CN2CC[C@H]1C[C@@H]2[C@H](C3=C4C=C(C=CC4=NC=C3)OC)OC5=NN=C(C6=CC=CC=C65)O[C@H]([C@H]7C[C@@H]8CCN7C[C@@H]8CC)C9=C1C=C(C=CC1=NC=C9)OC ((DHQD)2PHAL). Yields the product OCC(C1=CC(=CC=C1)C#CC1=CC=CC=C1)NC(OC(C)(C)C)=O ((±)-tert-Butyl 2-hydroxy-1-(3-(phenylethynyl)phenyl)ethylcarbamate). As a reaction SMILES: [OH:1][CH2:2][C@@H:3]([NH:18][C:19](=[O:25])[O:20][C:21]([CH3:24])([CH3:23])[CH3:22])[C:4]1[CH:9]=[CH:8][CH:7]=[C:6]([C:10]#[C:11][C:12]2[CH:17]=[CH:16][CH:15]=[CH:14][CH:13]=2)[CH:5]=1.CC[C@H]1[C@H]2C[C@H]([C@H](OC3C4C(=CC=CC=4)C(O[C@H](C4C=CN=C5C=4C=C(OC)C=C5)[C@@H]4N5C[C@H](CC)[C@@H](CC5)C4)=NN=3)C3C=CN=C4C=3C=C(OC)C=C4)N(CC2)C1.CC[C@@H]1[C@@H]2C[C@H]([C@@H](OC3C4C(=CC=CC=4)C(O[C@@H](C4C=CN=C5C=4C=C(OC)C=C5)[C@@H]4N5C[C@H](CC)[C@@H](CC5)C4)=NN=3)C3C=CN=C4C=3C=C(OC)C=C4)N(CC2)C1>>[OH:1][CH2:2][CH:3]([NH:18][C:19](=[O:25])[O:20][C:21]([CH3:23])([CH3:22])[CH3:24])[C:4]1[CH:9]=[CH:8][CH:7]=[C:6]([C:10]#[C:11][C:12]2[CH:13]=[CH:14][CH:15]=[CH:16][CH:17]=2)[CH:5]=1. Reported procedure: (±)-tert-Butyl 2-hydroxy-1-(3-(phenylethynyl)phenyl)ethylcarbamate was prepared identically to the procedure describing the preparation of (S)-tert-butyl 2-hydroxy-1-(3-(phenylethynyl)phenyl)ethylcarbamate except that an equimolar mixture of (DHQ)2PHAL and (DHQD)2PHAL was used. The reactants are CCCC[N+](CCCC)(CCCC)CCCC, Cc1ccccc1, CC(C)(C#N)c1ccccc1F, [Na+], [OH-], OO, O=S(=O)([O-])O. Product: CC(C)(C(N)=O)c1ccccc1F. Reaction SMILES: [CH2:22]([N+:23]([CH2:24][CH2:25][CH2:26][CH3:27])([CH2:28][CH2:29][CH2:30][CH3:31])[CH2:32][CH2:33][CH2:34][CH3:35])[CH2:36][CH2:37][CH3:38].[CH3:39][c:40]1[cH:41][cH:42][cH:43][cH:44][cH:45]1.[F:1][c:2]1[c:3]([C:8]([C:9]#[N:10])([CH3:11])[CH3:12])[cH:4][cH:5][cH:6][cH:7]1.[Na+:14].[OH-:13].[OH:15][OH:16].[S:17]([O-:18])([OH:19])(=[O:20])=[O:21]>>[F:1][c:2]1[c:3]([C:8]([C:9]([NH2:10])=[O:13])([CH3:11])[CH3:12])[cH:4][cH:5][cH:6][cH:7]1. The reactants are ClC1=CC=C(C2=CC=CC=C12)O (1-chloro-4-hydroxynaphthalene), BrCC(=O)C1=CC=CC=C1 (α-bromoacetophenone), C([O-])([O-])=O.[K+].[K+] (potassium carbonate). Run in C1=CC=CC=C1 (benzene). The product is ClC1=CC(=CC2=CC=CC=C12)OCC(=O)C1=CC=CC=C1 (α-(4-chloro-2-naphthoxy)acetophenone). Reaction SMILES: [Cl:1][C:2]1[C:11]2[C:6](=[CH:7][CH:8]=[CH:9][CH:10]=2)[C:5](O)=[CH:4][CH:3]=1.Br[CH2:14][C:15]([C:17]1[CH:22]=[CH:21][CH:20]=[CH:19][CH:18]=1)=[O:16].C(=O)([O-])[O-:24].[K+].[K+]>C1C=CC=CC=1>[Cl:1][C:2]1[C:11]2[C:6](=[CH:7][CH:8]=[CH:9][CH:10]=2)[CH:5]=[C:4]([O:24][CH2:14][C:15]([C:17]2[CH:22]=[CH:21][CH:20]=[CH:19][CH:18]=2)=[O:16])[CH:3]=1 |f:2.3.4|. Procedure: The product of step A is reacted with α-bromoacetophenone in benzene in the presence of potassium carbonate using the method of Example 1, step A, to provide white crystals of α-(4-chloro-2-naphthoxy)acetophenone after recrystallization from a dichloromethane-petroleum ether mixture.